Dataset: the Open Reaction Database (ORD), a public repository of structured organic reaction records. Task: describe an organic reaction: reactants, conditions, products, and yield Starting materials: N1(C=NC2=C1C=CC=C2)CC(=O)NC2=CC=C(C=C2)Br (2-Benzimidazol-1-yl-N-(4-bromophenyl)-acetamide), CCO (EtOH), C(=O)([O-])[O-].[K+].[K+] (K2CO3), ClC1=C(C=CC=C1)B(O)O (2-chlorophenylboronic acid). Reagents/catalysts: Cl[Pd]([P](C1=CC=CC=C1)(C2=CC=CC=C2)C3=CC=CC=C3)([P](C4=CC=CC=C4)(C5=CC=CC=C5)C6=CC=CC=C6)Cl (PdCl2(PPh3)2). The solvent is COCCOC (DME), O (H2O). Run at temperature 110 celsius. The product is N1(C=NC2=C1C=CC=C2)CC(=O)NC2=CC=C(C=C2)C2=C(C=CC=C2)Cl (2-benzimidazol-1-yl-N-(2′-chloro-biphenyl-4-yl)-acetamide). Isolated yield 31.3%. RXN SMILES: [N:1]1([CH2:10][C:11]([NH:13][C:14]2[CH:19]=[CH:18][C:17](Br)=[CH:16][CH:15]=2)=[O:12])[C:5]2[CH:6]=[CH:7][CH:8]=[CH:9][C:4]=2[N:3]=[CH:2]1.C([O-])([O-])=O.[K+].[K+].[Cl:27][C:28]1[CH:33]=[CH:32][CH:31]=[CH:30][C:29]=1B(O)O.CCO>COCCOC.Cl[Pd](Cl)([P](C1C=CC=CC=1)(C1C=CC=CC=1)C1C=CC=CC=1)[P](C1C=CC=CC=1)(C1C=CC=CC=1)C1C=CC=CC=1.O>[N:1]1([CH2:10][C:11]([NH:13][C:14]2[CH:19]=[CH:18][C:17]([C:29]3[CH:30]=[CH:31][CH:32]=[CH:33][C:28]=3[Cl:27])=[CH:16][CH:15]=2)=[O:12])[C:5]2[CH:6]=[CH:7][CH:8]=[CH:9][C:4]=2[N:3]=[CH:2]1 |f:1.2.3,^1:48,67|. Procedure details: 2-Benzimidazol-1-yl-N-(4-bromophenyl)-acetamide (100 mg, 0.30 mmol) (Example 6A), PdCl2(PPh3)2 (22 mg, 0.03 mmol), K2CO3 (120 mg, 0.8 mmol) and 2-chlorophenylboronic acid (71 mg, 0.45 mmol) were combined and dissolved in DME (0.5 mL), EtOH (0.5 mL) and H2O (0.2 mL). This mixture was heated in a microwave at 110° C. for 10 minutes. SCX purification of the reaction mixture, followed by further purification using prep LCMS yielded the desired product (34 mg). 1H NMR (400 MHz, DMSO-d6) δ ppm 5.21 (2... Reactants: O=C([O-])[O-], CN1CCCC1=O, [K+], [K+], O, Oc1ccccc1, Fc1ccc(-c2nc(-c3ccccc3)c(-c3ccccc3)o2)cc1. Product: c1ccc(Oc2ccc(-c3nc(-c4ccccc4)c(-c4ccccc4)o3)cc2)cc1. Reaction SMILES: [C:32](=[O:33])([O-:34])[O-:35].[CH3:38][N:39]1[CH2:40][CH2:41][CH2:42][C:43]1=[O:44].[K+:36].[K+:37].[OH2:45].[OH:25][c:26]1[cH:27][cH:28][cH:29][cH:30][cH:31]1.[c:1]1(-[c:7]2[n:8][c:9](-[c:18]3[cH:19][cH:20][c:21]([F:24])[cH:22][cH:23]3)[o:10][c:11]2-[c:12]2[cH:13][cH:14][cH:15][cH:16][cH:17]2)[cH:2][cH:3][cH:4][cH:5][cH:6]1>>[c:1]1(-[c:7]2[n:8][c:9](-[c:18]3[cH:19][cH:20][c:21]([O:25][c:26]4[cH:27][cH:28][cH:29][cH:30][cH:31]4)[cH:22][cH:23]3)[o:10][c:11]2-[c:12]2[cH:13][cH:14][cH:15][cH:16][cH:17]2)[cH:2][cH:3][cH:4][cH:5][cH:6]1. Reactants: Cl (hydrochloric acid), OC1=C2C(C=C(OC2=CC(=C1)O)S(=O)C)=O (5,7-dihydroxy-2-methylsulfinylchromone), OC1=CC=C(C=C1)S (4-hydroxybenzenethiol), C([O-])([O-])=O.[K+].[K+] (potassium carbonate). The solvent is CC(=O)C (acetone). Conditions: time 8 hour. The product is OC1=C2C(C=C(OC2=CC(=C1)O)SC1=CC=C(C=C1)O)=O (5,7-dihydroxy-2-(4-hydroxyphenylthio)chromone). The yield is 36.0%. Reaction SMILES: [OH:1][C:2]1[CH:11]=[C:10]([OH:12])[CH:9]=[C:8]2[C:3]=1[C:4](=[O:16])[CH:5]=[C:6]([S:13]([CH3:15])=O)[O:7]2.[OH:17][C:18]1[CH:23]=[CH:22]C(S)=[CH:20][CH:19]=1.C(=O)([O-])[O-].[K+].[K+].Cl>CC(C)=O>[OH:1][C:2]1[CH:11]=[C:10]([OH:12])[CH:9]=[C:8]2[C:3]=1[C:4](=[O:16])[CH:5]=[C:6]([S:13][C:15]1[CH:22]=[CH:23][C:18]([OH:17])=[CH:19][CH:20]=1)[O:7]2 |f:2.3.4|. Procedure: A mixture of 32 mg of 5,7-dihydroxy-2-methylsulfinylchromone (0.134 mmol), 20 mg of 4-hydroxybenzenethiol (0.161 mmol), 41 mg of potassium carbonate (0. 295 mmol) and 2 ml acetone was stirred overnight at room temperature. The reaction solution was neutralized with dilute hydrochloric acid and then extracted twice with ethyl acetate. The organic layer was washed with saturated NaCl water and dried over sodium sulfate anhydride. The solvent was distilled off under reduced pressure, and the crude ... Reactants: C(C)C(COCCCCCCCCCCO)CCCC (10-(2-ethylhexyloxy)decanol), C(Cl)C1CO1 (epichlorohydrin), aqueous solution, [OH-].[Na+] (NaOH). The reagents and catalysts are [Br-].C(CCC)[N+](CCCC)(CCCC)CCCC (tetrabutylammonium bromide). The solvent is CCCCCC (hexane). Conditions: temperature 40 celsius, time 2 hour. The product is C(C1CO1)OCCCCCCCCCCOCC(CCCC)CC (10-(2-ethylhexyloxy)decyl glycidyl ether). The yield is 82.5%. RXN SMILES: [CH2:1]([CH:3]([CH2:17][CH2:18][CH2:19][CH3:20])[CH2:4][O:5][CH2:6][CH2:7][CH2:8][CH2:9][CH2:10][CH2:11][CH2:12][CH2:13][CH2:14][CH2:15][OH:16])[CH3:2].[CH2:21]([CH:23]1[O:25][CH2:24]1)Cl.[OH-].[Na+]>[Br-].C([N+](CCCC)(CCCC)CCCC)CCC.CCCCCC>[CH2:21]([O:16][CH2:15][CH2:14][CH2:13][CH2:12][CH2:11][CH2:10][CH2:9][CH2:8][CH2:7][CH2:6][O:5][CH2:4][CH:3]([CH2:1][CH3:2])[CH2:17][CH2:18][CH2:19][CH3:20])[CH:23]1[O:25][CH2:24]1 |f:2.3,4.5|. Procedure details: A 200-ml flask equipped with a stirrer, reflux tube and dropping funnel was charged with 24.8 g (87 mmol) of 10-(2-ethylhexyloxy)decanol, 17.7 g (0.191 mol) of epichlorohydrin, 1.4 g (4.4 mmol) of tetrabutylammonium bromide and 25 ml of hexane. While stirring the mixture at 40° C., 29.2 g (0.35 mol) of a 48% aqueous solution of NaOH were added dropwise over 3 hours. After completion of the dropping, the stirring was continued further for 2 hours at 40° C. After the resultant reaction mixture was... The reactants are C(C1=CN=CC=C1)(=O)N1N=C(CC1)C1=CC=CC=C1 (1-nicotinoyl-3-phenyl-2-pyrazoline), Cl.C(C)O (hydrochloric acid ethanol). The solvent is C(C)O (ethanol). Product: Cl.C(C1=CN=CC=C1)(=O)N1N=C(CC1)C1=CC=CC=C1 (1-nicotinoyl-3-phenyl-2-pyrazoline hydrochloride). Reaction SMILES: [C:1]([N:9]1[CH2:13][CH2:12][C:11]([C:14]2[CH:19]=[CH:18][CH:17]=[CH:16][CH:15]=2)=[N:10]1)(=[O:8])[C:2]1[CH:7]=[CH:6][CH:5]=[N:4][CH:3]=1.[ClH:20].C(O)C>C(O)C>[ClH:20].[C:1]([N:9]1[CH2:13][CH2:12][C:11]([C:14]2[CH:19]=[CH:18][CH:17]=[CH:16][CH:15]=2)=[N:10]1)(=[O:8])[C:2]1[CH:7]=[CH:6][CH:5]=[N:4][CH:3]=1 |f:1.2,4.5|. Procedure details: 1-Nicotinoyl-3-phenyl-2-pyrazoline (0.1 g) synthesized in Example 3 was dissolved in ethanol (5 ml). Thereto was added 1 N hydrochloric acid-ethanol (0.9 ml) with ice-cooling. The resulting crystals were collected by filtration, washed with ether and dried to obtain 0.1 g of a title compound as yellow crystals. Reactants: CN(C)C=O, Cc1ccc([N+](=O)[O-])c(C(=O)O)c1, O=C(Cl)C(=O)Cl, ClCCl, Nc1ccc(Cl)cn1, O, c1ccncc1. The product is Cc1ccc([N+](=O)[O-])c(C(=O)Nc2ccc(Cl)cn2)c1. RXN SMILES: [CH3:14][N:15]([CH3:16])[CH:17]=[O:18].[CH3:1][c:2]1[cH:3][cH:4][c:5]([N+:11](=[O:12])[O-:13])[c:6]([C:7](=[O:8])[OH:9])[cH:10]1.[Cl:19][C:20]([C:21]([Cl:22])=[O:23])=[O:24].[Cl:33][CH2:34][Cl:35].[NH2:25][c:26]1[n:27][cH:28][c:29]([Cl:32])[cH:30][cH:31]1.[OH2:36].[cH:37]1[cH:38][cH:39][n:40][cH:41][cH:42]1>>[CH3:1][c:2]1[cH:3][cH:4][c:5]([N+:11](=[O:12])[O-:13])[c:6]([C:7](=[O:9])[NH:25][c:26]2[n:27][cH:28][c:29]([Cl:32])[cH:30][cH:31]2)[cH:10]1. Reactants: ClC=1C=C(C=C(C1)Cl)B(O)O (3,5-dichlorophenylboronic acid), OC(C)(C)C(C)(C)O (pinacol). Product: ClC=1C=C(C=C(C1)Cl)B1OC(C(O1)(C)C)(C)C (2-(3,5-Dichlorophenyl)-4,4,5,5-tetramethyl-[1,3,2]dioxaborolane). Reaction SMILES: [Cl:1][C:2]1[CH:3]=[C:4]([B:9]([OH:11])[OH:10])[CH:5]=[C:6]([Cl:8])[CH:7]=1.O[C:13]([C:16](O)([CH3:18])[CH3:17])([CH3:15])[CH3:14]>>[Cl:8][C:6]1[CH:5]=[C:4]([B:9]2[O:10][C:16]([CH3:18])([CH3:17])[C:13]([CH3:15])([CH3:14])[O:11]2)[CH:3]=[C:2]([Cl:1])[CH:7]=1. Procedure: The title compound (73%, oil) was prepared from 3,5-dichlorophenylboronic acid and pinacol. Isolated yield 73.0%.